Dataset: the Open Reaction Database (ORD), a public repository of structured organic reaction records. Task: describe an organic reaction: reactants, conditions, products, and yield Reactants: O=C([O-])O, CCO, Cl, CC(C)CC(NC(=O)OC(C)(C)C)C(=O)NC1Cc2cccc(N)c2NC1=O, [Na+]. Product: CC(C)CC(N)C(=O)NC1Cc2cccc(N)c2NC1=O. RXN SMILES: [C:30](=[O:31])([OH:32])[O-:33].[CH3:35][CH2:36][OH:37].[ClH:29].[NH2:1][c:2]1[cH:3][cH:4][cH:5][c:6]2[c:11]1[NH:10][C:9](=[O:12])[CH:8]([NH:13][C:14]([CH:15]([CH2:16][CH:17]([CH3:18])[CH3:19])[NH:20][C:21](=[O:22])[O:23][C:24]([CH3:25])([CH3:26])[CH3:27])=[O:28])[CH2:7]2.[Na+:34]>>[NH2:1][c:2]1[cH:3][cH:4][cH:5][c:6]2[c:11]1[NH:10][C:9](=[O:12])[CH:8]([NH:13][C:14]([CH:15]([CH2:16][CH:17]([CH3:18])[CH3:19])[NH2:20])=[O:28])[CH2:7]2. The reactants are CCC(C)(C)C(=O)C(=O)N1CCCC1C(=O)OC, CO, Cl, [Li+], [OH-], O. The product is CCC(C)(C)C(=O)C(=O)N1CCCC1C(=O)O. RXN SMILES: [CH3:1][O:2][C:3](=[O:4])[CH:5]1[N:6]([C:10]([C:11]([C:12]([CH2:13][CH3:14])([CH3:15])[CH3:16])=[O:17])=[O:18])[CH2:7][CH2:8][CH2:9]1.[CH3:21][OH:22].[ClH:23].[Li+:20].[OH-:19].[OH2:24]>>[O:2]=[C:3]([OH:4])[CH:5]1[N:6]([C:10]([C:11]([C:12]([CH2:13][CH3:14])([CH3:15])[CH3:16])=[O:17])=[O:18])[CH2:7][CH2:8][CH2:9]1. Yields the product COC(=O)C(=CO)N(C)c1cccc(-c2ccccc2)c1. As a reaction SMILES: [CH3:1][N:2]([c:3]1[cH:4][c:5](-[c:9]2[cH:10][cH:11][cH:12][cH:13][cH:14]2)[cH:6][cH:7][cH:8]1)[CH2:15][C:16](=[O:17])[O:18][CH3:19].[CH:22](=[O:23])[O:24][CH3:25].[H-:20].[Na+:21].[O:26]=[CH:27][N:28]([CH3:29])[CH3:30]>>[CH3:1][N:2]([c:3]1[cH:4][c:5](-[c:9]2[cH:10][cH:11][cH:12][cH:13][cH:14]2)[cH:6][cH:7][cH:8]1)[C:15]([C:16](=[O:17])[O:18][CH3:19])=[CH:22][OH:23]. Starting materials: COC(=O)CN(C)c1cccc(-c2ccccc2)c1, COC=O, [H-], [Na+], CN(C)C=O. Starting materials: CCN(C(C)=O)c1cccc(-c2ccnc3ccnn23)c1, Cln1nnc2ccccc21, ClCCl, [Na+], [OH-]. The product is CCN(C(C)=O)c1cccc(-c2ccnc3c(Cl)cnn23)c1. As a reaction SMILES: [CH2:1]([CH3:2])[N:3]([C:4]([CH3:5])=[O:6])[c:7]1[cH:8][c:9](-[c:13]2[cH:14][cH:15][n:16][c:17]3[n:18]2[n:19][cH:20][cH:21]3)[cH:10][cH:11][cH:12]1.[Cl:22][n:23]1[c:24]2[cH:25][cH:26][cH:27][cH:28][c:29]2[n:30][n:31]1.[Cl:34][CH2:35][Cl:36].[Na+:33].[OH-:32]>>[CH2:1]([CH3:2])[N:3]([C:4]([CH3:5])=[O:6])[c:7]1[cH:8][c:9](-[c:13]2[cH:14][cH:15][n:16][c:17]3[n:18]2[n:19][cH:20][c:21]3[Cl:22])[cH:10][cH:11][cH:12]1.